From a dataset of the Open Reaction Database (ORD), a public repository of structured organic reaction records. describe an organic reaction: reactants, conditions, products, and yield Reactants: CS(=O)(=O)Cl (Methanesulphonyl chloride), NC1=CC2=C(CCN(CC2)C(=O)OC(C)(C)C)C=C1 (7-amino-3-tertiary-butoxycarbonyl-1,2,4,5-tetrahydro-3H-3-benzazepine). The solvent is N1=CC=CC=C1 (pyridine), C(Cl)Cl (methylene chloride). Conditions: time 18 hour. Product: CS(=O)(=O)NC1=CC2=C(CCN(CC2)C(=O)OC(C)(C)C)C=C1 (7-Methanesulphonamido-3-tertiary-butoxycarbonyl-1,2,4,5-tetrahydro-3H-3-benzazepine). RXN SMILES: [CH3:1][S:2](Cl)(=[O:4])=[O:3].[NH2:6][C:7]1[CH:24]=[CH:23][C:10]2[CH2:11][CH2:12][N:13]([C:16]([O:18][C:19]([CH3:22])([CH3:21])[CH3:20])=[O:17])[CH2:14][CH2:15][C:9]=2[CH:8]=1>N1C=CC=CC=1.C(Cl)Cl>[CH3:1][S:2]([NH:6][C:7]1[CH:24]=[CH:23][C:10]2[CH2:11][CH2:12][N:13]([C:16]([O:18][C:19]([CH3:20])([CH3:22])[CH3:21])=[O:17])[CH2:14][CH2:15][C:9]=2[CH:8]=1)(=[O:4])=[O:3]. Procedure: Methanesulphonyl chloride (0.56 ml) was added dropwise to a solution of 7-amino-3-tertiary-butoxycarbonyl-1,2,4,5-tetrahydro-3H-3-benzazepine (1.9 g) in pyridine (40 ml) cooled to 0°. Stirring was continued at room temperature for 18 hours. The solvent was removed by evaporation to give an oil which was taken up in methylene chloride, washed three times with aqueous sodium bicarbonate and three times with brine, then dried (Na2SO4) and evaporated in vacuo. The residue was purified by column chro... Starting materials: [Cl-].[NH4+] (ammonium chloride), [H-].[Na+] (Sodium hydride), C1(=CC=CC=C1)C(CC1=CC=CC=C1)NS(=O)(=O)C1=CC=C(C=C1)CBr (N-1,2-diphenylethyl 4-bromomethylbenzenesulphonamide), CI (Methyl iodide). Run in C1CCOC1 (THF). Conditions: time 48 hour. Yields the product CN(S(=O)(=O)C1=CC=C(C=C1)CBr)C(CC1=CC=CC=C1)C1=CC=CC=C1 (N-methyl-N-1,2-diphenylethyl 4-bromomethylbenzenesulphonamide). As a reaction SMILES: [H-].[Na+].[C:3]1([CH:9]([NH:17][S:18]([C:21]2[CH:26]=[CH:25][C:24]([CH2:27][Br:28])=[CH:23][CH:22]=2)(=[O:20])=[O:19])[CH2:10][C:11]2[CH:16]=[CH:15][CH:14]=[CH:13][CH:12]=2)[CH:8]=[CH:7][CH:6]=[CH:5][CH:4]=1.[CH3:29]I.[Cl-].[NH4+]>C1COCC1>[CH3:29][N:17]([CH:9]([C:3]1[CH:4]=[CH:5][CH:6]=[CH:7][CH:8]=1)[CH2:10][C:11]1[CH:16]=[CH:15][CH:14]=[CH:13][CH:12]=1)[S:18]([C:21]1[CH:22]=[CH:23][C:24]([CH2:27][Br:28])=[CH:25][CH:26]=1)(=[O:20])=[O:19] |f:0.1,4.5|. Procedure: Sodium hydride (60% dispersion in oil: 190 mg, 4.7 mmol) was added to a stirred solution of N-1,2-diphenylethyl 4-bromomethylbenzenesulphonamide (2.00 g, 4.7 mmol) in dry THF (50 ml) at 0° C. under argon. Methyl iodide (0.6 ml, 9.3 mmol) was added immediately to the reaction mixture. The mixture was stirred for 48 h at ambient temperature. Saturated aqueous ammonium chloride (50 mi) was added and the mixture extracted with ethyl acetate (2×80 ml). The combined organics were washed with brine (50... The reactants are C(CCC)[Li] (butyl lithium), C(=C)N1C=NC=C1 (1-vinylimidazole), CN(CCN(C)C)C (N,N,N',N'-tetramethylethylenediamine), ClC1=CC=C(C(=O)C2=CC=C(C=C2)Cl)C=C1 (4,4'-dichlorobenzophenone). Run in C(C)(=O)O (acetic acid), O (water), O1CCCC1 (tetrahydrofuran), CCCCCC (n-hexane), O1CCCC1 (tetrahydrofuran). Conditions: time 2 hour. Yields the product ClC1=CC=C(C=C1)C(O)(C=1N(C=CN1)C=C)C1=CC=C(C=C1)Cl (α,α-Bis(p-chlorophenyl)-1-vinylimidazole-2-methanol). Reaction SMILES: C([Li])CCC.[CH:6]([N:8]1[CH:12]=[CH:11][N:10]=[CH:9]1)=[CH2:7].CN(C)CCN(C)C.[Cl:21][C:22]1[CH:36]=[CH:35][C:25]([C:26]([C:28]2[CH:33]=[CH:32][C:31]([Cl:34])=[CH:30][CH:29]=2)=[O:27])=[CH:24][CH:23]=1>CCCCCC.C(O)(=O)C.O.O1CCCC1>[Cl:21][C:22]1[CH:36]=[CH:35][C:25]([C:26]([C:28]2[CH:33]=[CH:32][C:31]([Cl:34])=[CH:30][CH:29]=2)([C:9]2[N:8]([CH:6]=[CH2:7])[CH:12]=[CH:11][N:10]=2)[OH:27])=[CH:24][CH:23]=1. Procedure details: At a temperature of -60° to -70° C. and under a nitrogen atmosphere, 25 ml. (0.04 mol) of 15% butyl lithium in n-hexane were added to a solution of 3.2 g (0.034 mol) of 1-vinylimidazole and 4.6 g (0.04 mol) of N,N,N',N'-tetramethylethylenediamine in 75 ml. of anhydrous tetrahydrofuran. The mixture was stirred for 2 hours and then 8.5 g (0.034 mol) of 4,4'-dichlorobenzophenone, dissolved in 75 ml. of anhydrous tetrahydrofuran were added dropwise under the same conditions. The reaction mixture was...